The task is: describe an organic reaction: reactants, conditions, products, and yield. This data is from the Open Reaction Database (ORD), a public repository of structured organic reaction records. Reactants: BrC=1C=C(CC2=NN=C3N2C(C=2NC=NC2N3CCCCC)=O)C=CC1 (3-(3-bromobenzyl)-9-pentyl-6,9-dihydro-5H-[1,2,4]triazolo[4,3-a]purin-5-one), BrN1C(CCC1=O)=O (N-bromosuccinimide). The solvent is O1CCCC1 (tetrahydrofuran). Conditions: temperature 70 celsius, time 1 hour. The product is BrC1=NC=2N(C=3N(C(C2N1)=O)C(=NN3)CC3=CC(=CC=C3)Br)CCCCC (7-bromo-9-pentyl-3-(3-bromobenzyl)-6,9-dihydro-5H-[1,2,4]triazolo[4,3-a]purin-5-one). The yield is 39.9%. As a reaction SMILES: [Br:1][C:2]1[CH:3]=[C:4]([CH:24]=[CH:25][CH:26]=1)[CH2:5][C:6]1[N:10]2[C:11](=[O:23])[C:12]3[NH:13][CH:14]=[N:15][C:16]=3[N:17]([CH2:18][CH2:19][CH2:20][CH2:21][CH3:22])[C:9]2=[N:8][N:7]=1.[Br:27]N1C(=O)CCC1=O>O1CCCC1>[Br:27][C:14]1[NH:13][C:12]2[C:11](=[O:23])[N:10]3[C:6]([CH2:5][C:4]4[CH:24]=[CH:25][CH:26]=[C:2]([Br:1])[CH:3]=4)=[N:7][N:8]=[C:9]3[N:17]([CH2:18][CH2:19][CH2:20][CH2:21][CH3:22])[C:16]=2[N:15]=1. Reported procedure: To the solution of 3-(3-bromobenzyl)-9-pentyl-6,9-dihydro-5H-[1,2,4]triazolo[4,3-a]purin-5-one (210 mg, 0.50 mol) in tetrahydrofuran (20 mL) was added N-bromosuccinimide (140 mg, 0.00076 mol). The mixture was stirred at 70° C. for 1 hour. The reaction mixture was concentrated and the residue was purified by preparative LCMS to yield the desired product (0.15 g, 60%). 1HNMR (300 MHz, d6-DMSO): δ 7.16 (d, J=8.3 Hz, 2H), 6.81 (d, J=8.3 Hz, 2H), 4.46 (s, 3H), 4.20 (t, J=7.2 Hz, 2H), 3.67 (s, 2H), 1.... Starting materials: [OH-].[Na+] (sodium hydroxide), C(C)OCCOC1=C(C=C2C=CNC2=C1)OC1=CC(=NC=C1)NC(C)=O (N-(4-((6-(2-ethoxyethoxy)-1H-indol-5-yl)oxy)pyridin-2-yl)acetamide), Example 24-6. Run in C(C)(=O)OCC (ethyl acetate), O (water), CO (methanol). Conditions: temperature 75 celsius. Yields the product C(C)OCCOC1=C(C=C2C=CNC2=C1)OC1=CC(=NC=C1)N (4-((6-(2-Ethoxyethoxy)-1H-indol-5-yl)oxy)pyridin-2-amine). Isolated yield 87.0%. RXN SMILES: [OH-].[Na+].[CH2:3]([O:5][CH2:6][CH2:7][O:8][C:9]1[CH:17]=[C:16]2[C:12]([CH:13]=[CH:14][NH:15]2)=[CH:11][C:10]=1[O:18][C:19]1[CH:24]=[CH:23][N:22]=[C:21]([NH:25]C(=O)C)[CH:20]=1)[CH3:4]>CO.C(OCC)(=O)C.O>[CH2:3]([O:5][CH2:6][CH2:7][O:8][C:9]1[CH:17]=[C:16]2[C:12]([CH:13]=[CH:14][NH:15]2)=[CH:11][C:10]=1[O:18][C:19]1[CH:24]=[CH:23][N:22]=[C:21]([NH2:25])[CH:20]=1)[CH3:4] |f:0.1|. Reported procedure: A 2 M sodium hydroxide solution (20 mL) was added to a solution of N-(4-((6-(2-ethoxyethoxy)-1H-indol-5-yl)oxy)pyridin-2-yl)acetamide described in Production Example 24-6 (2.5 g, 7.04 mmol) in methanol (20 mL) under nitrogen atmosphere at room temperature, and the mixture was heated and stirred under reflux at 75° C. for 2 hours. The reaction liquid was allowed to stand to cool to room temperature and then diluted with ethyl acetate and water. The organic layer was washed with a saturated saline... Starting materials: CO, CC(C)CCn1c(Cn2c(=O)n(C(C)C)c3ccccc32)nc2c(CC#N)cccc21. The product is CC(C)CCn1c(Cn2c(=O)n(C(C)C)c3ccccc32)nc2c(CCN)cccc21. RXN SMILES: [CH3:32][OH:33].[CH:1]([CH3:2])([CH3:3])[n:4]1[c:5](=[O:31])[n:6]([CH2:13][c:14]2[n:15][c:16]3[c:17]([n:18]2[CH2:19][CH2:20][CH:21]([CH3:22])[CH3:23])[cH:24][cH:25][cH:26][c:27]3[CH2:28][C:29]#[N:30])[c:7]2[c:8]1[cH:9][cH:10][cH:11][cH:12]2>>[CH:1]([CH3:2])([CH3:3])[n:4]1[c:5](=[O:31])[n:6]([CH2:13][c:14]2[n:15][c:16]3[c:17]([n:18]2[CH2:19][CH2:20][CH:21]([CH3:22])[CH3:23])[cH:24][cH:25][cH:26][c:27]3[CH2:28][CH2:29][NH2:30])[c:7]2[c:8]1[cH:9][cH:10][cH:11][cH:12]2. Reactants: ClC=1C=C(C=CC1F)N1N=C(C=C1C1=CC(=CC(=C1)OC)F)C(=O)O (1-(3-Chloro-4-fluorophenyl)-5-(3-fluoro-5-methoxyphenyl)-1H-pyrazole-3-carboxylic acid), ClC=1C=C(C=CC1)N1N=C(C=C1C1=CC(=CC(=C1)OC)F)C(=O)N1CNC(C1)=O (1-{[1-(3-Chlorophenyl)-5-(3-fluoro-5-methoxyphenyl)-1H-pyrazol-3-yl]carbonyl}imidazolidin-4-one). The product is ClC=1C=C(C=CC1F)N1N=C(C=C1C1=CC(=CC(=C1)OC)F)C(=O)N1CNC(C1)=O (1-{[1-(3-Chloro-4-fluorophenyl)-5-(3-fluoro-5-methoxyphenyl)-1H-pyrazol-3-yl]carbonyl}imidazolidin-4-one). RXN SMILES: [Cl:1][C:2]1[CH:3]=[C:4]([N:9]2[C:13]([C:14]3[CH:19]=[C:18]([O:20][CH3:21])[CH:17]=[C:16]([F:22])[CH:15]=3)=[CH:12][C:11]([C:23]([OH:25])=O)=[N:10]2)[CH:5]=[CH:6][C:7]=1[F:8].ClC1C=C(N2C(C3C=C(OC)C=C(F)C=3)=CC(C([N:49]3[CH2:53][C:52](=[O:54])[NH:51][CH2:50]3)=O)=N2)C=CC=1>>[Cl:1][C:2]1[CH:3]=[C:4]([N:9]2[C:13]([C:14]3[CH:19]=[C:18]([O:20][CH3:21])[CH:17]=[C:16]([F:22])[CH:15]=3)=[CH:12][C:11]([C:23]([N:49]3[CH2:53][C:52](=[O:54])[NH:51][CH2:50]3)=[O:25])=[N:10]2)[CH:5]=[CH:6][C:7]=1[F:8]. Procedure: The preparation of the title compound takes place starting from the compound of Example 92A in analogy to the synthesis of the compound of Example 21. 29 mg (24% of theory) of the title compound are obtained. The reactants are C(CO)O (ethylene glycol), [H-].[Na+] (sodium hydride), BrCCCCCCN1C(O[C@@H](C1)C1=CC2=C(OC(OC2)(C)C)C=C1)=O ((5R)-3-(6-bromohexyl)-5-(2,2-dimethyl-4H-1,3-benzodioxin-6-yl)-1,3-oxazolidin-2-one), P(=O)([O-])([O-])[O-] (Phosphate). Solvent: CN(C)C=O (DMF), CN(C)C=O (DMF), O (water). Run at time 15 minute. Product: CC1(OCC2=C(O1)C=CC(=C2)[C@@H]2CN(C(O2)=O)CCCCCCOCCO)C ((5R)-5-(2,2-Dimethyl-4H-1,3-benzodioxin-6-yl)-3-{6-[2-hydroxyethoxy]hexyl}-1,3-oxazolidin-2-one). Reaction SMILES: [CH2:1]([OH:4])[CH2:2][OH:3].[H-].[Na+].Br[CH2:8][CH2:9][CH2:10][CH2:11][CH2:12][CH2:13][N:14]1[CH2:18][C@@H:17]([C:19]2[CH:30]=[CH:29][C:22]3[O:23][C:24]([CH3:28])([CH3:27])[O:25][CH2:26][C:21]=3[CH:20]=2)[O:16][C:15]1=[O:31].P([O-])([O-])([O-])=O>CN(C=O)C.O>[CH3:27][C:24]1([CH3:28])[O:23][C:22]2[CH:29]=[CH:30][C:19]([C@H:17]3[O:16][C:15](=[O:31])[N:14]([CH2:13][CH2:12][CH2:11][CH2:10][CH2:9][CH2:8][O:3][CH2:2][CH2:1][OH:4])[CH2:18]3)=[CH:20][C:21]=2[CH2:26][O:25]1 |f:1.2|. Procedure: A solution of ethylene glycol (5.00 ml) in DMF (40 ml) under nitrogen at 0° was treated portionwise with sodium hydride (60% dispersion in mineral oil, 1.292 g) and the mixture was stirred at 0° for 15 min. A solution of (5R)-3-(6-bromohexyl)-5-(2,2-dimethyl-4H-1,3-benzodioxin-6-yl)-1,3-oxazolidin-2-one (7.40 g) in DMF (10 ml) was added. The mixture was stirred at 0° for 0.5 h then at 20° for 3 h. Phosphate buffer solution (pH 6.5, 40 ml) and water (160 ml) were added and the mixture was extract... Starting materials: C(N)(=O)C1=CC(=C(OC2=C(C=C3C(CCOC3=C2)C(=O)OCC)Cl)C=C1)[N+](=O)[O-] (ethyl 7-(4-carbamoyl-2-nitrophenoxy)-6-chlorochroman-4-carboxylate), [Cl-].[NH4+] (ammonium chloride). The reagents and catalysts are [Zn] (zinc). Run in C1CCOC1 (THF). The product is NC1=C(OC2=C(C=C3C(CCOC3=C2)C(=O)OCC)Cl)C=CC(=C1)C(N)=O (ethyl 7-(2-amino-4-carbamoylphenoxy)-6-chlorochroman-4-carboxylate). Yield: 82.7%. RXN SMILES: [C:1]([C:4]1[CH:26]=[CH:25][C:7]([O:8][C:9]2[CH:18]=[C:17]3[C:12]([CH:13]([C:19]([O:21][CH2:22][CH3:23])=[O:20])[CH2:14][CH2:15][O:16]3)=[CH:11][C:10]=2[Cl:24])=[C:6]([N+:27]([O-])=O)[CH:5]=1)(=[O:3])[NH2:2].[Cl-].[NH4+]>C1COCC1.[Zn]>[NH2:27][C:6]1[CH:5]=[C:4]([C:1](=[O:3])[NH2:2])[CH:26]=[CH:25][C:7]=1[O:8][C:9]1[CH:18]=[C:17]2[C:12]([CH:13]([C:19]([O:21][CH2:22][CH3:23])=[O:20])[CH2:14][CH2:15][O:16]2)=[CH:11][C:10]=1[Cl:24] |f:1.2|. Procedure: To a stirred solution of ethyl 7-(4-carbamoyl-2-nitrophenoxy)-6-chlorochroman-4-carboxylate (7.74 g, 18.4 mmol) in THF (130 mL) at ambient temperature was added zinc dust followed by saturated ammonium chloride solution (50 mL). The resulting mixture was stirred at ambient temperature. After 30 minutes the reaction was filtered through a glass microfibre filter and the insoluble material was washed twice with THF. The combined filtrate and washings were concentrated and the residue was diluted w... The reactants are FC=1C=C(C=C(C1F)F)[C@H]1N2C(CC=C[C@H]2CCC1)=O ((6S,9aR)-6-(3,4,5-trifluorophenyl)-3,6,7,8,9,9a-hexahydroquinolizin-4-one), [H][H] (hydrogen). Reagents/catalysts: [Pt]=O (Platinum oxide). Run in CO (methanol). The product is FC=1C=C(C=C(C1F)F)[C@H]1N2C(CCC[C@H]2CCC1)=O ((6S,9aR)-6-(3,4,5-trifluorophenyl)octahydroquinolizin-4-one). Yield: 88.4%. RXN SMILES: [F:1][C:2]1[CH:3]=[C:4]([C@@H:10]2[CH2:19][CH2:18][CH2:17][C@H:16]3[N:11]2[C:12](=[O:20])[CH2:13][CH:14]=[CH:15]3)[CH:5]=[C:6]([F:9])[C:7]=1[F:8].[H][H]>CO.[Pt]=O>[F:9][C:6]1[CH:5]=[C:4]([C@@H:10]2[CH2:19][CH2:18][CH2:17][C@H:16]3[N:11]2[C:12](=[O:20])[CH2:13][CH2:14][CH2:15]3)[CH:3]=[C:2]([F:1])[C:7]=1[F:8]. Procedure: Platinum oxide (162 mg) was added to a solution of (6S,9aR)-6-(3,4,5-trifluorophenyl)-3,6,7,8,9,9a-hexahydroquinolizin-4-one (2.01 g) in methanol (50 mL), and the reaction solution was stirred in a hydrogen stream at room temperature for seven hours. The reaction solution was filtered through celite, and the filtrate was concentrated under reduced pressure. The residue was purified by silica gel column chromatography (elution solvent: heptane-ethyl acetate system) to obtain 1.79 g of the title c...